From a dataset of the Open Reaction Database (ORD), a public repository of structured organic reaction records. describe an organic reaction: reactants, conditions, products, and yield The reactants are CC(=O)OCC1=NC(NC(=O)OCc2ccccc2)C(=O)N(CC(=O)OC(C)(C)C)c2c(C)cccc21, ClCCl, O=C(O)C(F)(F)F. Product: CC(=O)OCC1=NC(NC(=O)OCc2ccccc2)C(=O)N(CC(=O)O)c2c(C)cccc21. Reaction SMILES: [CH2:1]([c:2]1[cH:3][cH:4][cH:5][cH:6][cH:7]1)[O:8][C:9](=[O:10])[NH:11][CH:12]1[C:13](=[O:37])[N:14]([CH2:29][C:30](=[O:31])[O:32][C:33]([CH3:34])([CH3:35])[CH3:36])[c:15]2[c:16]([cH:24][cH:25][cH:26][c:27]2[CH3:28])[C:17]([CH2:19][O:20][C:21]([CH3:22])=[O:23])=[N:18]1.[CH2:45]([Cl:46])[Cl:47].[OH:38][C:39]([C:40]([F:41])([F:42])[F:43])=[O:44]>>[CH2:1]([c:2]1[cH:3][cH:4][cH:5][cH:6][cH:7]1)[O:8][C:9](=[O:10])[NH:11][CH:12]1[C:13](=[O:37])[N:14]([CH2:29][C:30](=[O:31])[OH:32])[c:15]2[c:16]([cH:24][cH:25][cH:26][c:27]2[CH3:28])[C:17]([CH2:19][O:20][C:21]([CH3:22])=[O:23])=[N:18]1. The reactants are [N+](=O)([O-])C1=CC=CC=C1 (nitrobenzene), Cl (hydrochloric acid), C(C)O (ethanol), NC1=CC=CC=C1 (aniline), C1(=CC=CC=C1)C (toluene). The reagents and catalysts are catalyst. Product: C1(=CC=CC=C1)NC(OCC)=O (ethyl N-phenylcarbamate), NC1=CC=CC=C1 (aniline), [N+](=O)([O-])C1=CC=CC=C1 (nitrobenzene). Reaction SMILES: [NH2:1][C:2]1[CH:7]=[CH:6][CH:5]=[CH:4][CH:3]=1.[N+:8]([C:11]1[CH:16]=[CH:15][CH:14]=[CH:13][CH:12]=1)([O-:10])=[O:9].[CH2:17]([OH:19])C.[C:20]1([CH3:26])C=CC=CC=1.Cl>>[C:2]1([NH:1][C:17](=[O:19])[O:9][CH2:20][CH3:26])[CH:7]=[CH:6][CH:5]=[CH:4][CH:3]=1.[NH2:8][C:11]1[CH:16]=[CH:15][CH:14]=[CH:13][CH:12]=1.[N+:8]([C:11]1[CH:16]=[CH:15][CH:14]=[CH:13][CH:12]=1)([O-:10])=[O:9]. Reported procedure: Into a 100 ml capacity SUS 316 stainless autoclave were fed the above catalyst (61.9 mg) (0.020 mmol in terms of Pd), aniline (0.931 g, 0.010 mol), nitrobenzene (1.23 g, 0.010 mol), ethanol (4.61 g, 0.10 mol), toluene (10.6 g, 0.11 mol) and 35% hydrochloric acid aqueous solution (0.071 g, HCl=0.68 mmol, H2O=0.067 mmol), followed by introducing CO gas up to 28 Kg/cm2 at room temperature without purging the air inside the system, reacting them at a reaction temperature of 190° C. for 3 hours, cool... Starting materials: COc1ccc(S(=O)(=O)n2c(=O)n(C(C(=O)N3CCC(N4CCN(Cc5ccccc5)CC4)C3)c3ccccc3)c3cc(Cl)ccc32)cc1, CC(Cl)OC(=O)Cl, ClCCl. The product is COc1ccc(S(=O)(=O)n2c(=O)n(C(C(=O)N3CCC(N4CCNCC4)C3)c3ccccc3)c3cc(Cl)ccc32)cc1. Reaction SMILES: [CH2:8]([c:9]1[cH:10][cH:11][cH:12][cH:13][cH:14]1)[N:15]1[CH2:16][CH2:17][N:18]([CH:21]2[CH2:22][N:23]([C:26]([CH:27]([c:28]3[cH:29][cH:30][cH:31][cH:32][cH:33]3)[n:34]3[c:35](=[O:55])[n:36]([S:44](=[O:45])(=[O:46])[c:47]4[cH:48][cH:49][c:50]([O:53][CH3:54])[cH:51][cH:52]4)[c:37]4[c:38]3[cH:39][c:40]([Cl:43])[cH:41][cH:42]4)=[O:56])[CH2:24][CH2:25]2)[CH2:19][CH2:20]1.[Cl:1][C:2]([O:3][CH:4]([Cl:5])[CH3:6])=[O:7].[Cl:57][CH2:58][Cl:59]>>[NH:15]1[CH2:16][CH2:17][N:18]([CH:21]2[CH2:22][N:23]([C:26]([CH:27]([c:28]3[cH:29][cH:30][cH:31][cH:32][cH:33]3)[n:34]3[c:35](=[O:55])[n:36]([S:44](=[O:45])(=[O:46])[c:47]4[cH:48][cH:49][c:50]([O:53][CH3:54])[cH:51][cH:52]4)[c:37]4[c:38]3[cH:39][c:40]([Cl:43])[cH:41][cH:42]4)=[O:56])[CH2:24][CH2:25]2)[CH2:19][CH2:20]1.